This data is from the Open Reaction Database (ORD), a public repository of structured organic reaction records. The task is: describe an organic reaction: reactants, conditions, products, and yield Reactants: BrC1C(CCCC1=O)C(=O)OC (methyl 2-bromo-3-oxocyclohexanecarboxylate), NC(=S)N (thiourea). Run in CCO (EtOH). Yields the product NC=1SC2=C(N1)CCCC2C(=O)OC (Methyl 2-amino-4,5,6,7-tetrahydrobenzo[d]thiazole-7-carboxylate). Reaction SMILES: Br[CH:2]1[C:7](=O)[CH2:6][CH2:5][CH2:4][CH:3]1[C:9]([O:11][CH3:12])=[O:10].[NH2:13][C:14]([NH2:16])=[S:15]>CCO>[NH2:16][C:14]1[S:15][C:2]2[CH:3]([C:9]([O:11][CH3:12])=[O:10])[CH2:4][CH2:5][CH2:6][C:7]=2[N:13]=1. Procedure details: A soln. of methyl 2-bromo-3-oxocyclohexanecarboxylate (1.00 g, 4.25 mmol) and thiourea (0.36 g, 4.68 mmol) in EtOH (16 mL) was stirred at 70° C. overnight. Subsequently, the mixture was quenched with aq. sat. NaHCO3 and extracted with EtOAc. The comb. org. layers were washed with brine, dried over MgSO4, and conc. in vacuo. Purification by means of CC (0-1% MeOH/DCM) provided a yellow solid. Reactants: BrC=1C(=NC2=CC=C(C=C2N1)C(=O)OC)C1=CC=CC=C1 (methyl 3-bromo-2-phenylquinoxaline-6-carboxylate), N1=CC=C(C=C1)B(O)O (pyridin-4-yl boronic acid). The product is C1(=CC=CC=C1)C1=NC2=CC=C(C=C2N=C1C1=CC=NC=C1)C(=O)O (2-phenyl-3-(pyridin-4-yl)quinoxaline-6-carboxylic acid). Yield: 31.6%. Reaction SMILES: Br[C:2]1[C:3]([C:16]2[CH:21]=[CH:20][CH:19]=[CH:18][CH:17]=2)=[N:4][C:5]2[C:10]([N:11]=1)=[CH:9][C:8]([C:12]([O:14]C)=[O:13])=[CH:7][CH:6]=2.[N:22]1[CH:27]=[CH:26][C:25](B(O)O)=[CH:24][CH:23]=1>>[C:16]1([C:3]2[C:2]([C:25]3[CH:26]=[CH:27][N:22]=[CH:23][CH:24]=3)=[N:11][C:10]3[C:5](=[CH:6][CH:7]=[C:8]([C:12]([OH:14])=[O:13])[CH:9]=3)[N:4]=2)[CH:21]=[CH:20][CH:19]=[CH:18][CH:17]=1. Reported procedure: The product was obtained via a Suzuki coupling reaction using the method previously shown in Example 20, Step 3, with methyl 3-bromo-2-phenylquinoxaline-6-carboxylate (100 mg, 0.29 mmol, 1.00 equiv) and pyridin-4-yl boronic acid (54 mg, 0.44 mmol, 1.50 equiv) as reactants. Purification by Prep-TLC (silica gel) yielded 30 mg (30%) of 2-phenyl-3-(pyridin-4-yl)quinoxaline-6-carboxylic acid as a white solid. The reactants are O=C(O)c1cc(Br)cc(C(F)(F)F)c1, COc1ccc(C2CN(C(=O)OC(C)(C)C)CCC2N)cc1, Cc1ccc(S(=O)(=O)O)cc1. Yields the product COc1ccc(C2CN(C(=O)OC(C)(C)C)CCC2NC(=O)c2cc(Br)cc(C(F)(F)F)c2)cc1. RXN SMILES: [Br:34][c:35]1[cH:36][c:37]([C:38](=[O:39])[OH:40])[cH:41][c:42]([C:44]([F:45])([F:46])[F:47])[cH:43]1.[NH2:12][CH:13]1[CH:14]([c:26]2[cH:27][cH:28][c:29]([O:32][CH3:33])[cH:30][cH:31]2)[CH2:15][N:16]([C:19](=[O:20])[O:21][C:22]([CH3:23])([CH3:24])[CH3:25])[CH2:17][CH2:18]1.[c:1]1([CH3:2])[cH:3][cH:4][c:5]([S:6]([OH:7])(=[O:8])=[O:9])[cH:10][cH:11]1>>[NH:12]([CH:13]1[CH:14]([c:26]2[cH:27][cH:28][c:29]([O:32][CH3:33])[cH:30][cH:31]2)[CH2:15][N:16]([C:19](=[O:20])[O:21][C:22]([CH3:23])([CH3:24])[CH3:25])[CH2:17][CH2:18]1)[C:38]([c:37]1[cH:36][c:35]([Br:34])[cH:43][c:42]([C:44]([F:45])([F:46])[F:47])[cH:41]1)=[O:39]. Starting materials: ClC1=C(C=C(C(=C1)Cl)OC)NC1=C(C=NC2=CC(=C(C=C12)OC)C1=COC(=C1)C=O)C#N (4-[(2,4-dichloro-5-methoxyphenyl)amino]-7-(5-formyl-3-furyl)-6-methoxy-3-quinolinecarbonitrile), CN1CCNCC1 (N-methylpiperazine), C(C)(=O)O[BH-](OC(C)=O)OC(C)=O.[Na+] (Sodium triacetoxyborohydride). Reagents/catalysts: C(C)(=O)O (acetic acid). The solvent is ClCCl (dichloromethane), CN(C=O)C (dimethylformamide). Run at temperature 0 celsius, time 10 minute. The product is ClC1=C(C=C(C(=C1)Cl)OC)NC1=C(C=NC2=CC(=C(C=C12)OC)C1=COC(=C1)CN1CCN(CC1)C)C#N (4-[(2,4-dichloro-5-methoxyphenyl)amino]-6 methoxy-7-{5-[(4-methylpiperazin-1-yl)methyl]-3-furyl}-3-quinolinecarbonitrile). Isolated yield 50.5%. RXN SMILES: [Cl:1][C:2]1[CH:7]=[C:6]([Cl:8])[C:5]([O:9][CH3:10])=[CH:4][C:3]=1[NH:11][C:12]1[C:21]2[C:16](=[CH:17][C:18]([C:24]3[CH:28]=[C:27]([CH:29]=O)[O:26][CH:25]=3)=[C:19]([O:22][CH3:23])[CH:20]=2)[N:15]=[CH:14][C:13]=1[C:31]#[N:32].[CH3:33][N:34]1[CH2:39][CH2:38][NH:37][CH2:36][CH2:35]1.C(O[BH-](OC(=O)C)OC(=O)C)(=O)C.[Na+]>ClCCl.CN(C)C=O.C(O)(=O)C>[Cl:1][C:2]1[CH:7]=[C:6]([Cl:8])[C:5]([O:9][CH3:10])=[CH:4][C:3]=1[NH:11][C:12]1[C:21]2[C:16](=[CH:17][C:18]([C:24]3[CH:28]=[C:27]([CH2:29][N:37]4[CH2:38][CH2:39][N:34]([CH3:33])[CH2:35][CH2:36]4)[O:26][CH:25]=3)=[C:19]([O:22][CH3:23])[CH:20]=2)[N:15]=[CH:14][C:13]=1[C:31]#[N:32] |f:2.3|. Procedure details: A mixture of 4-[(2,4-dichloro-5-methoxyphenyl)amino]-7-(5-formyl-3-furyl)-6-methoxy-3-quinolinecarbonitrile (200 mg, 0.43 mmol) and 0.24 mL of N-methylpiperazine (2.2 mmol) in 5 mL of dichloromethane and 1 mL of dimethylformamide is cooled to 0° C. Sodium triacetoxyborohydride (470 mg, 2.22 mmol) is added in portions followed by a few drops of acetic acid. The resulting mixture is stirred at 0° C. for 10 minutes then at room temperature for 5.5 hours. The mixture is partitioned between ethyl ace... Starting materials: ClC1=C(C(=O)O)C=CC=C1Cl (2,3-dichlorobenzoic acid), CC1=NC=C(C=N1)C(CN)N1CCOCCC1 (2-(2-methylpyrimidin-5-yl)-2-(1,4-oxazepan-4-yl)ethanamine). The product is ClC1=C(C(=O)NCC(N2CCOCCC2)C=2C=NC(=NC2)C)C=CC=C1Cl (2,3-dichloro-N-(2-(2-methylpyrimidin-5-yl)-2-(1,4-oxazepan-4-yl)ethyl)benzamide). As a reaction SMILES: [Cl:1][C:2]1[C:10]([Cl:11])=[CH:9][CH:8]=[CH:7][C:3]=1[C:4]([OH:6])=O.[CH3:12][C:13]1[N:18]=[CH:17][C:16]([CH:19]([N:22]2[CH2:28][CH2:27][CH2:26][O:25][CH2:24][CH2:23]2)[CH2:20][NH2:21])=[CH:15][N:14]=1>>[Cl:1][C:2]1[C:10]([Cl:11])=[CH:9][CH:8]=[CH:7][C:3]=1[C:4]([NH:21][CH2:20][CH:19]([C:16]1[CH:17]=[N:18][C:13]([CH3:12])=[N:14][CH:15]=1)[N:22]1[CH2:28][CH2:27][CH2:26][O:25][CH2:24][CH2:23]1)=[O:6]. Procedure details: From 2,3-dichlorobenzoic acid and 2-(2-methylpyrimidin-5-yl)-2-(1,4-oxazepan-4-yl)ethanamine. Reaction SMILES: [CH2:65]([N:66]([CH:67]([CH3:68])[CH3:69])[CH:70]([CH3:71])[CH3:72])[CH3:73].[N:27]1([CH:28]2[CH2:29][CH2:30][CH2:31][CH2:32][CH2:33][CH2:34][CH2:35]2)[CH2:36][CH2:37][CH2:38][CH2:39][CH2:40][CH2:41][NH:42]1.[N:43]1([CH:44]2[CH2:45][CH2:46][CH2:47][CH2:48][CH2:49][CH2:50][CH2:51][CH2:52][CH2:53][CH2:54]2)[CH2:55][CH2:56][CH2:57][CH2:58][CH2:59][CH2:60][CH2:61][CH2:62][CH2:63][NH:64]1.[NH2:2][NH2:3].[NH:15]1[c:16]2[c:17]([cH:18][cH:19][cH:20][cH:21]2)[C:22](=[O:23])[C:24]1=[N:25][NH2:26].[O:4]=[C:5]1[NH:6][c:7]2[cH:8][cH:9][cH:10][cH:11][c:12]2[C:13]1=[O:14].[OH2:1]>>[O:4]=[C:5]1[NH:6][c:7]2[cH:8][cH:9][cH:10][cH:11][c:12]2[CH2:13]1. Reactants: CCN(C(C)C)C(C)C, C1CCCC(N2CCCCCCN2)CCC1, C1CCCCCC(N2CCCCCCCCCN2)CCCC1, NN, NN=C1Nc2ccccc2C1=O, O=C1Nc2ccccc2C1=O, O. The product is O=C1Cc2ccccc2N1.